This data is from the Open Reaction Database (ORD), a public repository of structured organic reaction records. The task is: describe an organic reaction: reactants, conditions, products, and yield Starting materials: NC1=C(C(=O)NC2=NC=C(C=C2)Cl)C=CC(=C1)C(=O)OC (2-amino-N-(5-chloropyridin-2-yl)-4-methoxycarbonylbenzamide), C(Cl)Cl (methylene chloride), C(C)(C)(C)OC(=O)N1CCC(CC1)CC=O (1-(tert-butoxycarbonyl)piperidine-4-acetaldehyde), CCOC(=O)C (EtOAc). Yields the product Cl.Cl.Cl.ClC=1C=CC(=NC1)NC(C1=C(C=C(C=C1)C(=O)OC)NC(C)C1CCN(CC1)C(C)C)=O (N-(5-Chloropyridin-2-yl)-2-[[1-(1-isopropylpiperidin-4-yl)ethyl]amino]-4-methoxycarbonylbenzamide Trihydrochloride). Isolated yield 61.0%. RXN SMILES: [NH2:1][C:2]1[CH:17]=[C:16]([C:18]([O:20][CH3:21])=[O:19])[CH:15]=[CH:14][C:3]=1[C:4]([NH:6][C:7]1[CH:12]=[CH:11][C:10]([Cl:13])=[CH:9][N:8]=1)=[O:5].C(OC([N:29]1[CH2:34][CH2:33][CH:32]([CH2:35][CH:36]=O)[CH2:31][CH2:30]1)=O)(C)(C)C.CCO[C:41]([CH3:43])=O.[CH2:44](Cl)[Cl:45]>>[ClH:13].[ClH:45].[ClH:13].[Cl:13][C:10]1[CH:11]=[CH:12][C:7]([NH:6][C:4](=[O:5])[C:3]2[CH:14]=[CH:15][C:16]([C:18]([O:20][CH3:21])=[O:19])=[CH:17][C:2]=2[NH:1][CH:35]([CH:32]2[CH2:33][CH2:34][N:29]([CH:41]([CH3:43])[CH3:44])[CH2:30][CH2:31]2)[CH3:36])=[N:8][CH:9]=1 |f:4.5.6.7|. Procedure details: Using a similar procedure to that described in Example 47-C, 2-amino-N-(5-chloropyridin-2-yl)-4-methoxycarbonylbenzamide (2.7 g, 8.8 mmol) and 1-(tert-butoxycarbonyl)piperidine-4-acetaldehyde (3.0 g, 13 mmol) afforded, after trituration with EtOAc:methylene chloride, 2.8 g (61%) of the title compound. Reactants: Cl (hydrochloric acid), FC1=C(N)C=CC(=C1F)F (2,3,4-Trifluoroaniline), C(C(=O)C)(=O)OC (methyl pyruvate). Reagents/catalysts: [Pd] (Pd—C). Solvent: CO (methanol). Reaction conditions: temperature 40 celsius, time 2 hour. The product is FC1=C(NC(C(=O)OC)C)C=CC(=C1F)F (Methyl 2-(2,3,4-trifluoroanilino)propionate). Isolated yield 81.8%. RXN SMILES: [F:1][C:2]1[C:8]([F:9])=[C:7]([F:10])[CH:6]=[CH:5][C:3]=1[NH2:4].[C:11]([O:16][CH3:17])(=[O:15])[C:12]([CH3:14])=O.Cl>CO.[Pd]>[F:1][C:2]1[C:8]([F:9])=[C:7]([F:10])[CH:6]=[CH:5][C:3]=1[NH:4][CH:12]([CH3:14])[C:11]([O:16][CH3:17])=[O:15]. Reported procedure: 2,3,4-Trifluoroaniline (1.01 g) and methyl pyruvate (0.87 g) were dissolved in methanol (8 ml). After adding 5% Pd—C (0.11 g) and conc. hydrochloric acid (0.03 g), the mixture was stirred at 40° C. under a hydrogen gas pressure of 2.94 MPa (converted from 30 kgf/cm2) for 2 hours. After filtering off Pd—C, the obtained filtrate was concentrated under reduced pressure. Thus the title compound (1.31 g) was obtained as slightly yellowish crystals. Various spectral data of this product was identical ... Reactants: CC(=O)c1cc(F)c(NS(C)(=O)=O)c(F)c1, C1CCOC1, CC(C)(C)S(N)=O, CC[O-], CC[O-], CC[O-], CC[O-], [Ti+4]. The product is CC(NS(=O)C(C)(C)C)c1cc(F)c(NS(C)(=O)=O)c(F)c1. Reaction SMILES: [C:1]([CH3:2])(=[O:3])[c:4]1[cH:5][c:6]([F:16])[c:7]([NH:11][S:12](=[O:13])(=[O:14])[CH3:15])[c:8]([F:10])[cH:9]1.[CH2:24]1[O:25][CH2:26][CH2:27][CH2:28]1.[CH3:17][C:18]([CH3:19])([CH3:20])[S:21](=[O:22])[NH2:23].[CH3:29][CH2:30][O-:31].[CH3:33][CH2:34][O-:35].[CH3:36][CH2:37][O-:38].[CH3:39][CH2:40][O-:41].[Ti+4:32]>>[CH:1]([CH3:2])([c:4]1[cH:5][c:6]([F:16])[c:7]([NH:11][S:12](=[O:13])(=[O:14])[CH3:15])[c:8]([F:10])[cH:9]1)[NH:23][S:21]([C:18]([CH3:17])([CH3:19])[CH3:20])=[O:22]. Starting materials: C(C)(C)(C)OC(=O)N1CCC(CC1)C(C)(O)C=1N(C2=NC(=NC(=C2N1)N1CCOCC1)N1C(=NC2=C1C=CC=C2)CC)C (4-{1-[2-(2-ethylbenzoimidazol-1-yl)-9-methyl-6-morpholin-4-yl-9H-purin-8-yl]-1-hydroxyethyl}piperidine-1-carboxylic acid tert-butyl ester), C(=O)(C(F)(F)F)O (TFA). The solvent is C(Cl)Cl (DCM). Conditions: time 1 hour. Product: C(C)C1=NC2=C(N1C1=NC(=C3N=C(N(C3=N1)C)C(C)(O)C1CCNCC1)N1CCOCC1)C=CC=C2 (1-[2-(2-Ethylbenzoimidazol-1-yl)-9-methyl-6-morpholin-4-yl-9H-purin-8-yl]-1-piperidin-4-ylethanol). Reaction SMILES: C(OC([N:8]1[CH2:13][CH2:12][CH:11]([C:14]([C:17]2[N:18]([CH3:43])[C:19]3[C:24]([N:25]=2)=[C:23]([N:26]2[CH2:31][CH2:30][O:29][CH2:28][CH2:27]2)[N:22]=[C:21]([N:32]2[C:36]4[CH:37]=[CH:38][CH:39]=[CH:40][C:35]=4[N:34]=[C:33]2[CH2:41][CH3:42])[N:20]=3)([OH:16])[CH3:15])[CH2:10][CH2:9]1)=O)(C)(C)C.C(O)(C(F)(F)F)=O>C(Cl)Cl>[CH2:41]([C:33]1[N:32]([C:21]2[N:20]=[C:19]3[C:24]([N:25]=[C:17]([C:14]([CH:11]4[CH2:12][CH2:13][NH:8][CH2:9][CH2:10]4)([OH:16])[CH3:15])[N:18]3[CH3:43])=[C:23]([N:26]3[CH2:31][CH2:30][O:29][CH2:28][CH2:27]3)[N:22]=2)[C:36]2[CH:37]=[CH:38][CH:39]=[CH:40][C:35]=2[N:34]=1)[CH3:42]. Procedure details: To a solution of 4-{1-[2-(2-ethylbenzoimidazol-1-yl)-9-methyl-6-morpholin-4-yl-9H-purin-8-yl]-1-hydroxyethyl}piperidine-1-carboxylic acid tert-butyl ester (104 mg, 0.18 mmol) in DCM (1 mL) was added TFA (1 mL) and the resulting mixture stirred for 1 h. The reaction mixture was concentrated in vacuo and azeotroped with DCM affording 1-[2-(2-Ethylbenzoimidazol-1-yl)-9-methyl-6-morpholin-4-yl-9H-purin-8-yl]-1-piperidin-4-ylethanol. LCMS (method A): RT 1.88 min, [M+H]+ 491.2 The reactants are C(C1=CC=CC=C1)Cl (benzyl chloride), C(C1=CC=CC=C1)OC1CC(C1)(NC(=O)OC(C)(C)C)C1CC(NC1)=O (4-[1-benzyloxy-3-(tert-butoxycarbonylamino)cyclobutan-3-yl]-2-pyrrolidone), ice, CN(C=O)C (dimethylformamide), [H-].[Na+] (sodium hydride). Run in O1CCCC1 (tetrahydrofuran), O (Water). Run at time 12 hour. Product: C(C1=CC=CC=C1)N1C(CC(C1)C1(CC(C1)OCC1=CC=CC=C1)NC(=O)OC(C)(C)C)=O (1-Benzyl-4-[1-benzyloxy-3-(tert-butoxycarbonylamino)cyclobutan-3-yl]-2-pyrrolidone). The yield is 70.1%. Reaction SMILES: [CH2:1]([O:8][CH:9]1[CH2:12][C:11]([CH:21]2[CH2:25][NH:24][C:23](=[O:26])[CH2:22]2)([NH:13][C:14]([O:16][C:17]([CH3:20])([CH3:19])[CH3:18])=[O:15])[CH2:10]1)[C:2]1[CH:7]=[CH:6][CH:5]=[CH:4][CH:3]=1.CN(C)C=O.[H-].[Na+].[CH2:34](Cl)[C:35]1[CH:40]=[CH:39][CH:38]=[CH:37][CH:36]=1>O.O1CCCC1>[CH2:34]([N:24]1[CH2:25][CH:21]([C:11]2([NH:13][C:14]([O:16][C:17]([CH3:20])([CH3:19])[CH3:18])=[O:15])[CH2:10][CH:9]([O:8][CH2:1][C:2]3[CH:3]=[CH:4][CH:5]=[CH:6][CH:7]=3)[CH2:12]2)[CH2:22][C:23]1=[O:26])[C:35]1[CH:40]=[CH:39][CH:38]=[CH:37][CH:36]=1 |f:2.3|. Procedure: A 20.53 g (56.96 mmol) portion of 4-[1-benzyloxy-3-(tert-butoxycarbonylamino)cyclobutan-3-yl]-2-pyrrolidone was dissolved in a mixed solvent consisting of 200 ml of dimethylformamide and 60 ml of tetrahydrofuran, and to the resulting solution which was cooled in an ice bath and stirred was subsequently added 2.51 g (62.7 mmol) of 60% sodium hydride gradually. After 10 minutes of stirring, the ice bath was detached and the reaction mixture was stirred at room temperature for 1 hour. While cooling... Reactants: C=O (formaldehyde), NCCN(C=1C(=C(C(=O)NCC=2C(NC(=CC2C)C)=O)C=C(C1)Cl)C)C (3-((2-Aminoethyl)(methyl)amino)-5-chloro-N-((4,6-dimethyl-2-oxo-1,2-dihydropyridin-3-yl)methyl)-2-methylbenzamide), C(#N)[BH3-].[Na+] (sodium cyanoborohydride). Run in CO (methanol). Reaction conditions: temperature 0 celsius, time 30 minute. Product: ClC=1C=C(C(=C(C(=O)NCC=2C(NC(=CC2C)C)=O)C1)C)N(C)CCN(C)C (5-chloro-N-((4,6-dimethyl-2-oxo-1,2-dihydropyridin-3-yl)methyl)-3-((2-(dimethylamino)ethyl)(methyl)amino)-2-methylbenzamide). The yield is 49.6%. RXN SMILES: N[CH2:2][CH2:3][N:4]([CH3:26])[C:5]1[C:6]([CH3:25])=[C:7]([CH:21]=[C:22]([Cl:24])[CH:23]=1)[C:8]([NH:10][CH2:11][C:12]1[C:13](=[O:20])[NH:14][C:15]([CH3:19])=[CH:16][C:17]=1[CH3:18])=[O:9].[CH2:27]=O.[C:29]([BH3-])#[N:30].[Na+]>CO>[Cl:24][C:22]1[CH:23]=[C:5]([N:4]([CH2:3][CH2:2][N:30]([CH3:29])[CH3:27])[CH3:26])[C:6]([CH3:25])=[C:7]([CH:21]=1)[C:8]([NH:10][CH2:11][C:12]1[C:13](=[O:20])[NH:14][C:15]([CH3:19])=[CH:16][C:17]=1[CH3:18])=[O:9] |f:2.3|. Procedure details: 3-((2-Aminoethyl)(methyl)amino)-5-chloro-N-((4,6-dimethyl-2-oxo-1,2-dihydropyridin-3-yl)methyl)-2-methylbenzamide (0.075 g, 0.199 mmol) was dissolved in methanol (5 mL) and cooled to 0° C., formaldehyde (0.056 g, 1.86 mmol) was added. The resulting reaction mixture was stirred at the same temperature for 30 minutes then sodium cyanoborohydride (0.023 g, 0.366 mmol) was added to above reaction mixture and stirred at room temperature for 4 h. After completion, solvent was removed under reduced pre... Reactants: CC1(CCCCC1)C(=O)C1=CNC2=NC=C(N=C21)C2=CC(=CC=C2)N2CCNCC2 ((1-methyl-cyclohexyl)-[2-(3-piperazin-1-yl-phenyl)-5H-pyrrolo[2,3-b]pyrazin-7-yl]-methanone), N1(N=NC2=C1C=CC=C2)O (benzotriazol-1-ol), C(#N)CC(=O)O (cyano-acetic acid), Cl.CN(CCCN=C=NCC)C (3-(3-dimethylaminopropyl)-1-ethylcarbodiimide hydrochloride), TEA. The solvent is C(Cl)Cl (DCM). Reaction conditions: time 16 hour. Yields the product CC1(CCCCC1)C(=O)C1=CNC2=NC=C(N=C21)C=2C=C(C=CC2)N2CCN(CC2)C(CC#N)=O (3-(4-{3-[7-(1-methyl-cyclohexanecarbonyl)-5H-pyrrolo[2,3-b]pyrazin-2-yl]-phenyl}-piperazin-1-yl)-3-oxo-propionitrile). The yield is 56.4%. Reaction SMILES: [CH3:1][C:2]1([C:8]([C:10]2[C:18]3[C:13](=[N:14][CH:15]=[C:16]([C:19]4[CH:24]=[CH:23][CH:22]=[C:21]([N:25]5[CH2:30][CH2:29][NH:28][CH2:27][CH2:26]5)[CH:20]=4)[N:17]=3)[NH:12][CH:11]=2)=[O:9])[CH2:7][CH2:6][CH2:5][CH2:4][CH2:3]1.N1(O)C2C=CC=CC=2N=N1.[C:41]([CH2:43][C:44](O)=[O:45])#[N:42].Cl.CN(C)CCCN=C=NCC>C(Cl)Cl>[CH3:1][C:2]1([C:8]([C:10]2[C:18]3[C:13](=[N:14][CH:15]=[C:16]([C:19]4[CH:20]=[C:21]([N:25]5[CH2:30][CH2:29][N:28]([C:44](=[O:45])[CH2:43][C:41]#[N:42])[CH2:27][CH2:26]5)[CH:22]=[CH:23][CH:24]=4)[N:17]=3)[NH:12][CH:11]=2)=[O:9])[CH2:7][CH2:6][CH2:5][CH2:4][CH2:3]1 |f:3.4|. Reported procedure: A solution of (1-methyl-cyclohexyl)-[2-(3-piperazin-1-yl-phenyl)-5H-pyrrolo[2,3-b]pyrazin-7-yl]-methanone (130 mg, 0.32 mmol), benzotriazol-1-ol (52 mg, 0.38 mmol), cyano-acetic acid (74 mg, 0.39 mmol), and 3-(3-dimethylaminopropyl)-1-ethylcarbodiimide hydrochloride (74 mg, 0.39 mmol), in DCM (35 ml), was treated with TEA (0.13 ml, 0.97 mmol). After stirring at room temperature for 16 hours, the reaction mixture was partitioned between DCM and water. The organic layers were collected, dried over...